This data is from the Open Reaction Database (ORD), a public repository of structured organic reaction records. The task is: describe an organic reaction: reactants, conditions, products, and yield Starting materials: N1=C(F)N=C(F)N=C1F (cyanuric fluoride), C(CCC)[Li] (n-butyl lithium), hexanes, BrC1=CC=2C(C3=CC(=CC=C3C2C=C1)N(C1=CC=CC=C1)C1=CC=CC=C1)(CC=C)CC=C (2-bromo-7-(diphenylamino)-9,9-diprop-2 -enylfluorene). The solvent is C1(=CC=CC=C1)C (toluene), O (water), C1CCOC1 (THF), C1CCOC1 (THF). Conditions: time 25 minute. Yields the product C1(=CC=CC=C1)N(C1=CC=C2C=3C=CC(=CC3C(C2=C1)(CC=C)CC=C)C1=NC=NC=N1)C1=CC=CC=C1 ((7-(Diphenylamino)-9,9-diprop-2 -enylfluoren-2-yl]-1,3,5-triazine). The yield is 60.0%. RXN SMILES: Br[C:2]1[CH:14]=[CH:13][C:12]2[C:11]3[C:6](=[CH:7][C:8]([N:15]([C:22]4[CH:27]=[CH:26][CH:25]=[CH:24][CH:23]=4)[C:16]4[CH:21]=[CH:20][CH:19]=[CH:18][CH:17]=4)=[CH:9][CH:10]=3)[C:5]([CH2:31][CH:32]=[CH2:33])([CH2:28][CH:29]=[CH2:30])[C:4]=2[CH:3]=1.C([Li])CCC.[N:39]1[C:46](F)=[N:45][C:43](F)=[N:42][C:40]=1F>C1COCC1.C1(C)C=CC=CC=1.O>[C:22]1([N:15]([C:16]2[CH:17]=[CH:18][CH:19]=[CH:20][CH:21]=2)[C:8]2[CH:7]=[C:6]3[C:11]([C:12]4[CH:13]=[CH:14][C:2]([C:40]5[N:42]=[CH:43][N:45]=[CH:46][N:39]=5)=[CH:3][C:4]=4[C:5]3([CH2:31][CH:32]=[CH2:33])[CH2:28][CH:29]=[CH2:30])=[CH:10][CH:9]=2)[CH:23]=[CH:24][CH:25]=[CH:26][CH:27]=1. Reported procedure: To a solution of 2-bromo-7-(diphenylamino)-9,9-diprop-2 -enylfluorene (22.16 g, 0.045 mol), in THF (200 mL), cooled in a dry ice-acetone bath, a solution of n-butyl lithium in hexanes (1.6M, 30 mL, 0.048 mol), was added by syringe over 5 minutes. After 25 minutes, over a 30 minute period, a solution of cyanuric fluoride (2.025 g, 0.015 mol), in THF (100 mL) was added to result in a greenish fluorescent solution, which turned orange at the end of additon. The mixture was allowed to warm up slowly...